This data is from the Open Reaction Database (ORD), a public repository of structured organic reaction records. The task is: describe an organic reaction: reactants, conditions, products, and yield Starting materials: C(C#C)N (2-propyn-1-amine), [K+].[Br-] (KBr), Ar-NO2, C([O-])([O-])=O.[K+].[K+] (potassium carbonate), FC1=C(C=C(C(=C1)F)[N+](=O)[O-])[N+](=O)[O-] (1,5-Difluoro-2,4-dinitrobenzene), Ar-F. Solvent: O (water), C(C)N(CC)CC (triethylamine), CC(=O)C (acetone). Conditions: time 24 hour. The product is C(C#C)NC1=C(C=C(C(=C1)F)[N+](=O)[O-])[N+](=O)[O-] (N-(2-Propynyl)-2,4-dinitro-5-fluoroaniline). As a reaction SMILES: C(=O)([O-])[O-].[K+].[K+].[CH2:7]([NH2:10])[C:8]#[CH:9].[F:11][C:12]1[CH:17]=[C:16](F)[C:15]([N+:19]([O-:21])=[O:20])=[CH:14][C:13]=1[N+:22]([O-:24])=[O:23].[K+].[Br-]>CC(C)=O.O.C(N(CC)CC)C>[CH2:7]([NH:10][C:16]1[CH:17]=[C:12]([F:11])[C:13]([N+:22]([O-:24])=[O:23])=[CH:14][C:15]=1[N+:19]([O-:21])=[O:20])[C:8]#[CH:9] |f:0.1.2,5.6|. Procedure: To a suspension of potassium carbonate (6.0 g) in acetone (25 ml) was added triethylamine (1.5 ml) and 2-propyn-1-amine (2.35 g, 4.25×10-2 mole). 1,5-Difluoro-2,4-dinitrobenzene (10.00 g, 4.90×10-2 mole) was added and the reaction mixture was stirred at room temperature for 24 hours. The mixture was poured into excess water and filtered. The resulting dark solid was chromatographed on a silica column, eluting with benzene, and recrystallized from benzene to afford yellow crystals; m.p. 113°-115°... The reactants are CC=1C=CC(=C(C1)NC(=O)NC=2C=CC(=CC2)C=3C=CC=C4C3C(=NN4)N)F.Cl (ABT-869 hydrochloride), P(=O)([O-])([O-])[O-].[Na+].[Na+].[Na+] (sodium phosphate), CC=1C=CC(=C(C1)NC(=O)NC=2C=CC(=CC2)C=3C=CC=C4C3C(=NN4)N)F.Cl (ABT-869 hydrochloride). The solvent is C(C)(=O)OCC (ethyl acetate), C(C)O (ethanol). Reaction conditions: temperature 25 celsius. Yields the product CC=1C=CC(=C(C1)NC(=O)NC=2C=CC(=CC2)C=3C=CC=C4C3C(=NN4)N)F (ABT-869). Isolated yield 92.0%. Reaction SMILES: [CH3:1][C:2]1[CH:3]=[CH:4][C:5]([F:28])=[C:6]([NH:8][C:9]([NH:11][C:12]2[CH:13]=[CH:14][C:15]([C:18]3[CH:19]=[CH:20][CH:21]=[C:22]4[NH:26][N:25]=[C:24]([NH2:27])[C:23]=34)=[CH:16][CH:17]=2)=[O:10])[CH:7]=1.Cl.P([O-])([O-])([O-])=O.[Na+].[Na+].[Na+]>C(OCC)(=O)C.C(O)C>[CH3:1][C:2]1[CH:3]=[CH:4][C:5]([F:28])=[C:6]([NH:8][C:9]([NH:11][C:12]2[CH:17]=[CH:16][C:15]([C:18]3[CH:19]=[CH:20][CH:21]=[C:22]4[NH:26][N:25]=[C:24]([NH2:27])[C:23]=34)=[CH:14][CH:13]=2)=[O:10])[CH:7]=1 |f:0.1,2.3.4.5|. Procedure details: A mixture of ABT-869 hydrochloride in ethyl acetate and ethanol, in which the ABT-869 hydrochloride was completely soluble, was mixed with dibasic sodium phosphate. The organic layer was separated, treated with decolorizing carbon, and filtered. A small quantity of L-ascorbic acid was added, and the solution was concentrated. The ethyl acetate was removed by azeotropic distillation with ethanol. Additional ethanol may be added and the solution heated to dissolve any solid that forms. The solutio... Reactants: CCCCOC(C)Oc1ccc(OB([O-])[O-])cc1, COC(=O)C1=Cc2cc(Br)ccc2N(C(=O)c2cccs2)CC1, O=C([O-])[O-], CCO, Cc1ccccc1, [K+], [K+], O. Yields the product CCCCOC(C)Oc1ccc(-c2ccc3c(c2)C=C(C(=O)OC)CCN3C(=O)c2cccs2)cc1. Reaction SMILES: [B:27]([O-:28])([O-:43])[O:44][c:29]1[cH:30][cH:31][c:32]([O:35][CH:36]([CH3:37])[O:38][CH2:39][CH2:40][CH2:41][CH3:42])[cH:33][cH:34]1.[Br:4][c:5]1[cH:6][cH:7][c:8]2[c:9]([cH:26]1)[CH:10]=[C:11]([C:22](=[O:23])[O:24][CH3:25])[CH2:12][CH2:13][N:14]2[C:15](=[O:16])[c:17]1[s:18][cH:19][cH:20][cH:21]1.[C:45](=[O:46])([O-:47])[O-:48].[CH3:1][CH2:2][OH:3].[CH3:51][c:52]1[cH:53][cH:54][cH:55][cH:56][cH:57]1.[K+:49].[K+:50].[OH2:58]>>[c:5]1(-[c:29]2[cH:30][cH:31][c:32]([O:35][CH:36]([CH3:37])[O:38][CH2:39][CH2:40][CH2:41][CH3:42])[cH:33][cH:34]2)[cH:6][cH:7][c:8]2[c:9]([cH:26]1)[CH:10]=[C:11]([C:22](=[O:23])[O:24][CH3:25])[CH2:12][CH2:13][N:14]2[C:15](=[O:16])[c:17]1[s:18][cH:19][cH:20][cH:21]1. Yields the product C1(=CC=CC=C1)S(=O)(=O)CC=1OC(=NN1)C1CC1 (2-benzenesulfonylmethyl-5-cyclopropyl-[1,3,4]oxadiazole). Starting materials: C1(=CC=CC=C1)S(=O)(=O)CC(=O)NN (benzenesulfonyl-acetic acid hydrazide), C1(CC1)C(=O)O (cyclopropanecarboxylic acid). Reaction SMILES: [C:1]1([S:7]([CH2:10][C:11]([NH:13][NH2:14])=[O:12])(=[O:9])=[O:8])[CH:6]=[CH:5][CH:4]=[CH:3][CH:2]=1.[CH:15]1([C:18](O)=O)[CH2:17][CH2:16]1>P(Cl)(Cl)(Cl)=O>[C:1]1([S:7]([CH2:10][C:11]2[O:12][C:18]([CH:15]3[CH2:17][CH2:16]3)=[N:14][N:13]=2)(=[O:8])=[O:9])[CH:2]=[CH:3][CH:4]=[CH:5][CH:6]=1. Run in P(=O)(Cl)(Cl)Cl (phosphorus oxychloride). Procedure: To 3.0 g (14.0 mmol) of benzenesulfonyl-acetic acid hydrazide in 30 mL of phosphorus oxychloride, 1.47 g (17.0 mmol, 1.2 eq) of cyclopropanecarboxylic acid were added, and heated at reflux for 2 hours. The reaction mixture was very carefully poured onto ice, extracted with EtOAc, filtered and evaporated. Column chromatography on silica gel with EtOAc/heptane 2:1 yielded 1.49g (41%) of 2-benzenesulfonylmethyl-5-cyclopropyl-[1,3,4]oxadiazole as a white solid, MS: 265 (MH+). Yield: 40.3%.